Dataset: the Open Reaction Database (ORD), a public repository of structured organic reaction records. Task: describe an organic reaction: reactants, conditions, products, and yield Starting materials: C(C)(C)(C)OC(C(C)(C)SC=1SC=C(N1)CCN)=O (2-{[4-(2-aminoethyl)-1,3-thiazol-2-yl]thio}-2-methylpropionic acid tert-butyl ester), C=C1CC(=O)O1 (diketene). Solvent: CN(C=O)C (N,N-dimethylformamide), C(C)(=O)OCC (ethyl acetate). Reaction conditions: time 1 hour. Product: C(C)(C)(C)OC(C(C)(C)SC=1SC=C(N1)CCNC(CC(=O)C)=O)=O (2-({4-[2-(acetoacetylamino)ethyl]-1,3-thiazol-2-yl}thio)-2-methylpropionic acid tert-butyl ester). Yield: 88.7%. RXN SMILES: [C:1]([O:5][C:6](=[O:19])[C:7]([S:10][C:11]1[S:12][CH:13]=[C:14]([CH2:16][CH2:17][NH2:18])[N:15]=1)([CH3:9])[CH3:8])([CH3:4])([CH3:3])[CH3:2].[CH2:20]=[C:21]1[O:25][C:23](=[O:24])[CH2:22]1>CN(C)C=O.C(OCC)(=O)C>[C:1]([O:5][C:6](=[O:19])[C:7]([S:10][C:11]1[S:12][CH:13]=[C:14]([CH2:16][CH2:17][NH:18][C:23](=[O:24])[CH2:22][C:21]([CH3:20])=[O:25])[N:15]=1)([CH3:9])[CH3:8])([CH3:2])([CH3:4])[CH3:3]. Procedure details: 2-{[4-(2-Aminoethyl)-1,3-thiazol-2-yl]thio}-2-methylpropionic acid tert-butyl ester (3.0 g) synthesized in Example 7 was dissolved in N,N-dimethylformamide (50 mL), and diketene (0.88 g) was added dropwise under ice-cooling. After raising to room temperature, the mixture was stirred for one hour. The mixture was diluted with ethyl acetate, and the organic layer was washed with saturated brine and dried over anhydrous sodium sulfate. The solvent was evaporated under reduced pressure to give 2-({4... Reactants: CI (Methyl iodide), O1N=C(C=N1)C=1C=NC=CC1 (3-(1,2,5-oxadiazol-3-yl)pyridine). Run in CC(=O)C (acetone). Reaction conditions: time 18 hour. Product: [I-].O1N=C(C=N1)C=1C=[N+](C=CC1)C (3-(1,2,5-oxadiazol-3-yl)-1-methylpyridinium iodide). Reaction SMILES: [CH3:1][I:2].[O:3]1[N:7]=[CH:6][C:5]([C:8]2[CH:9]=[N:10][CH:11]=[CH:12][CH:13]=2)=[N:4]1>CC(C)=O>[I-:2].[O:3]1[N:7]=[CH:6][C:5]([C:8]2[CH:9]=[N+:10]([CH3:1])[CH:11]=[CH:12][CH:13]=2)=[N:4]1 |f:3.4|. Procedure details: Methyl iodide (1 ml, 15 mmol) was added to a solution of 3-(1,2,5-oxadiazol-3-yl)pyridine (430 mg, 2.9 mmol) in acetone (20 ml). The reaction mixture was stirred at room temperature for 18 h. The product precipitated from the solution and the title compound was collected by filtration in 82% (700 mg) yield.